From a dataset of the Open Reaction Database (ORD), a public repository of structured organic reaction records. describe an organic reaction: reactants, conditions, products, and yield The reactants are C(C1=CC=CC=C1)OC[C@@H](CCOCC1=CC=CC=C1)OCOC ((R)-1,4-dibenzyloxy-2-(methoxymethoxy)-butane). Solvent: C(C)O (ethanol). Yields the product C(C1=CC=CC=C1)OC[C@@H](CCOCC1=CC=CC=C1)O ((R)-1,4-dibenzvloxy-2-hydroxybutane). As a reaction SMILES: [CH2:1]([O:8][CH2:9][C@H:10]([O:21]COC)[CH2:11][CH2:12][O:13][CH2:14][C:15]1[CH:20]=[CH:19][CH:18]=[CH:17][CH:16]=1)[C:2]1[CH:7]=[CH:6][CH:5]=[CH:4][CH:3]=1>C(O)C>[CH2:1]([O:8][CH2:9][C@H:10]([OH:21])[CH2:11][CH2:12][O:13][CH2:14][C:15]1[CH:20]=[CH:19][CH:18]=[CH:17][CH:16]=1)[C:2]1[CH:7]=[CH:6][CH:5]=[CH:4][CH:3]=1. Reported procedure: The (R)-isomer was prepared in an identical fashion from (R)-1,4-dibenzyloxy-2-(methoxymethoxy)-butane and had [α]D25 +7.7° (c 0.5 in ethanol).